This data is from the Open Reaction Database (ORD), a public repository of structured organic reaction records. The task is: describe an organic reaction: reactants, conditions, products, and yield The reactants are CCN(C(C)C)C(C)C, CCN=C=NCCCN(C)C, CN(C)CC(=O)O, CC(C)(C)OC(=O)N1CCC(COc2cc(Nc3cnc(C#N)cn3)ncc2N)CC1, CN(C)C=O, O, On1nnc2ccccc21. Yields the product CN(C)CC(=O)Nc1cnc(Nc2cnc(C#N)cn2)cc1OCC1CCN(C(=O)OC(C)(C)C)CC1. Reaction SMILES: [CH2:61]([N:62]([CH:63]([CH3:64])[CH3:65])[CH:66]([CH3:67])[CH3:68])[CH3:69].[CH3:1][N:2]([CH3:3])[CH2:4][CH2:5][CH2:6][N:7]=[C:8]=[N:9][CH2:10][CH3:11].[CH3:43][N:44]([CH3:45])[CH2:46][C:47]([OH:48])=[O:49].[NH2:12][c:13]1[c:14]([O:28][CH2:29][CH:30]2[CH2:31][CH2:32][N:33]([C:36](=[O:37])[O:38][C:39]([CH3:40])([CH3:41])[CH3:42])[CH2:34][CH2:35]2)[cH:15][c:16]([NH:19][c:20]2[n:21][cH:22][c:23]([C:26]#[N:27])[n:24][cH:25]2)[n:17][cH:18]1.[O:70]=[CH:71][N:72]([CH3:73])[CH3:74].[OH2:50].[OH:51][n:52]1[c:53]2[cH:54][cH:55][cH:56][cH:57][c:58]2[n:59][n:60]1>>[NH:12]([c:13]1[c:14]([O:28][CH2:29][CH:30]2[CH2:31][CH2:32][N:33]([C:36](=[O:37])[O:38][C:39]([CH3:40])([CH3:41])[CH3:42])[CH2:34][CH2:35]2)[cH:15][c:16]([NH:19][c:20]2[n:21][cH:22][c:23]([C:26]#[N:27])[n:24][cH:25]2)[n:17][cH:18]1)[C:47]([CH2:46][N:44]([CH3:43])[CH3:45])=[O:48]. Reactants: Clc1ccc2n[se]nc2c1, O, O=[N+]([O-])O, O=S(=O)(O)O. The product is O=[N+]([O-])c1c(Cl)ccc2n[se]nc12. Reaction SMILES: [Cl:5][c:6]1[cH:7][cH:8][c:9]2[c:10]([n:11][se:12][n:13]2)[cH:14]1.[OH2:15].[OH:1][N+:2]([O-:3])=[O:4].[S:16](=[O:17])(=[O:18])([OH:19])[OH:20]>>[O-:1][N+:2](=[O:4])[c:14]1[c:6]([Cl:5])[cH:7][cH:8][c:9]2[c:10]1[n:11][se:12][n:13]2. The reactants are C1(CCCC1)N(C(NC=1SC(=CN1)SCC(=O)O)=O)[C@@H]1CC[C@H](CC1)CC ({2-[3-cyclopentyl-3-(trans-4-ethyl-cyclohexyl)-ureido]-thiazol-5-ylsulfanyl}-acetic acid), C1(CCCCCC1)NC1CCC(CC1)C1=CC=CC=C1 (cycloheptyl-(4-phenyl-cyclohexyl)-amine), C(C)OC(CCSC1=CN=C(S1)N)=O (3-(2-amino-thiazol-5-ylsulfanyl)-propionic acid ethyl ester). Product: C1(CCCCCC1)N(C(NC=1SC(=CN1)SCCC(=O)O)=O)C1CCC(CC1)C1=CC=CC=C1 (3-{2-[3-Cycloheptyl-3-(4-phenyl-cyclohexyl)-ureido]-thiazol-5-ylsulfanyl}-propionic acid). RXN SMILES: C1(N([C@H]2CC[C@H](CC)CC2)[C:7](=[O:19])[NH:8][C:9]2[S:10][C:11]([S:14][CH2:15][C:16](O)=O)=[CH:12][N:13]=2)CCCC1.[CH:28]1([NH:35][CH:36]2[CH2:41][CH2:40][CH:39]([C:42]3[CH:47]=[CH:46][CH:45]=[CH:44][CH:43]=3)[CH2:38][CH2:37]2)[CH2:34][CH2:33][CH2:32][CH2:31][CH2:30][CH2:29]1.C([O:50][C:51](=[O:61])CCSC1SC(N)=NC=1)C>>[CH:28]1([N:35]([CH:36]2[CH2:41][CH2:40][CH:39]([C:42]3[CH:43]=[CH:44][CH:45]=[CH:46][CH:47]=3)[CH2:38][CH2:37]2)[C:7](=[O:19])[NH:8][C:9]2[S:10][C:11]([S:14][CH2:15][CH2:16][C:51]([OH:61])=[O:50])=[CH:12][N:13]=2)[CH2:29][CH2:30][CH2:31][CH2:32][CH2:33][CH2:34]1. Reported procedure: Prepared in a similar manner to {2-[3-cyclopentyl-3-(trans-4-ethyl-cyclohexyl)-ureido]-thiazol-5-ylsulfanyl}-acetic acid via cycloheptyl-(4-phenyl-cyclohexyl)-amine and 3-(2-amino-thiazol-5-ylsulfanyl)-propionic acid ethyl ester to give the title compound. Reactants: O (water), spiro[1,3-dioxolane]-2,2'-[7-oxabicyclo[4.1.0]heptane], C12C(CCCC2O1)=O.C=C (7-oxabicyclo-[4.1.0]-heptan-2-one ethylene), CNCC1=CC=CC=C1 (methyl(phenylmethyl)amine), O (water). Conditions: time 1.5 hour. The product is O[C@@H]1C2(OCCO2)CCC[C@H]1N(CC1=CC=CC=C1)C (trans-(∓)-6-hydroxy-N-methyl-N-(phenylmethyl)-1,4-dioxaspiro[4.5]decan-7-amine). Yield: 100.0%. As a reaction SMILES: [CH:1]12[O:7][CH:6]1[CH2:5][CH2:4][CH2:3][C:2]2=[O:8].[CH2:9]=[CH2:10].[CH3:11][NH:12][CH2:13][C:14]1[CH:19]=[CH:18][CH:17]=[CH:16][CH:15]=1.[OH2:20]>>[OH:7][C@H:1]1[C@H:6]([N:12]([CH3:11])[CH2:13][C:14]2[CH:19]=[CH:18][CH:17]=[CH:16][CH:15]=2)[CH2:5][CH2:4][CH2:3][C:2]21[O:8][CH2:10][CH2:9][O:20]2 |f:0.1|. Procedure: A mixture of 40.6 g (0.26 mole) of spiro[1,3-dioxolane]-2,2'-[7-oxabicyclo[4.1.0]heptane], also named 7-oxabicyclo-[4.1.0]-heptan-2-one-ethylene ketal1, 32.7 g (0.25 mole) of methyl(phenylmethyl)amine and 35 ml of water was heated on a steambath with stirring for 1.5 hour. The reaction mixture was allowed to stir at ambient temperature overnight. The mixture was then treated with an additional 500 ml of water and steam distilled until the distillate was clear. The residue was distributed between... Reactants: C(C)(=O)N1CC=C(CC1)C1(C2=C(CCC=3C1=NC=CC3)C=C(C=C2)Cl)CC=C (1-acetyl-4-(8-chloro-5, 6-dihydro-11-(2-propenyl)-11H-benzo[5,6]-cyclohepta[1,2-b]pyridin-11-yl)-1,2,5,6-tetrahydropyridine), [OH-].[Na+] (NaOH), OO (hydrogen peroxide), C12CCCC(CCC1)B2 (9-borabicyclo-[3.3.1]nonane). Run in C1CCOC1 (THF). Reaction conditions: temperature 0 celsius, time 4 hour. Yields the product C(C)(=O)N1CC=C(CC1)C1(C2=C(CCC=3C1=NC=CC3)C=C(C=C2)Cl)CCCO (1-acetyl-4-(8-chloro-5,6-dihydro-11-(3-hydroxypropyl)-11H-benzo[5,6]cyclohepta[1,2-b]pyridin-11-yl)-1,2,5,6-tetrahydropyridine). The yield is 15.6%. RXN SMILES: [C:1]([N:4]1[CH2:9][CH2:8][C:7]([C:10]2([CH2:26][CH:27]=[CH2:28])[C:16]3=[N:17][CH:18]=[CH:19][CH:20]=[C:15]3[CH2:14][CH2:13][C:12]3[CH:21]=[C:22]([Cl:25])[CH:23]=[CH:24][C:11]2=3)=[CH:6][CH2:5]1)(=[O:3])[CH3:2].C12BC(CCC1)CCC2.[OH-:38].[Na+].OO>C1COCC1>[C:1]([N:4]1[CH2:9][CH2:8][C:7]([C:10]2([CH2:26][CH2:27][CH2:28][OH:38])[C:16]3=[N:17][CH:18]=[CH:19][CH:20]=[C:15]3[CH2:14][CH2:13][C:12]3[CH:21]=[C:22]([Cl:25])[CH:23]=[CH:24][C:11]2=3)=[CH:6][CH2:5]1)(=[O:3])[CH3:2] |f:2.3|. Procedure details: Dissolved 1-acetyl-4-(8-chloro-5, 6-dihydro-11-(2-propenyl)-11H-benzo[5,6]-cyclohepta[1,2-b]pyridin-11-yl)-1,2,5,6-tetrahydropyridine(1.0 g, 2.5 mmol) in 50 mL of dry THF, and cooled to 0° C. under a nitrogen atmosphere. Added 9-borabicyclo-[3.3.1]nonane (12.5 mL of 0.5M, 6.25 mmol) via syringe. Warmed slowly room temperature, and stirred for 4 hours. Added 25 weight % NaOH (7.8 mL, 20 mmol) and 30 weight % hydrogen peroxide (4.9 mL, 17.5 mmol), and stirred at room temperature for 16 hours. Adde... Starting materials: CC(C)(C)OC(=O)C(C)(C)Sc1nc(CCOc2ccc(Br)cc2)cs1, CC(C)(C)P(c1ccccc1-c1ccccc1)C(C)(C)C, CC(C)(C)[O-], Cc1ccccc1, [Na+], O=C(C=Cc1ccccc1)C=Cc1ccccc1, O=C(C=Cc1ccccc1)C=Cc1ccccc1, O=C(C=Cc1ccccc1)C=Cc1ccccc1, O, [Pd], [Pd], c1ccc(N2CCNCC2)cc1. Product: CC(C)(C)OC(=O)C(C)(C)Sc1nc(CCOc2ccc(N3CCN(c4ccccc4)CC3)cc2)cs1. RXN SMILES: [C:1]([CH3:2])([CH3:3])([CH3:4])[O:5][C:6]([C:7]([CH3:8])([CH3:9])[S:10][c:11]1[s:12][cH:13][c:14]([CH2:16][CH2:17][O:18][c:19]2[cH:20][cH:21][c:22]([Br:25])[cH:23][cH:24]2)[n:15]1)=[O:26].[C:45]([P:46]([C:47]([CH3:48])([CH3:49])[CH3:50])[c:51]1[cH:52][cH:53][cH:54][cH:55][c:56]1-[c:57]1[cH:58][cH:59][cH:60][cH:61][cH:62]1)([CH3:63])([CH3:64])[CH3:65].[CH3:39][C:40]([CH3:41])([O-:42])[CH3:43].[CH3:66][c:67]1[cH:68][cH:69][cH:70][cH:71][cH:72]1.[Na+:44].[O:111]=[C:112]([CH:113]=[CH:114][c:115]1[cH:116][cH:117][cH:118][cH:119][cH:120]1)[CH:121]=[CH:122][c:123]1[cH:124][cH:125][cH:126][cH:127][cH:128]1.[O:75]=[C:76]([CH:77]=[CH:78][c:79]1[cH:80][cH:81][cH:82][cH:83][cH:84]1)[CH:85]=[CH:86][c:87]1[cH:88][cH:89][cH:90][cH:91][cH:92]1.[O:93]=[C:94]([CH:95]=[CH:96][c:97]1[cH:98][cH:99][cH:100][cH:101][cH:102]1)[CH:103]=[CH:104][c:105]1[cH:106][cH:107][cH:108][cH:109][cH:110]1.[OH2:129].[Pd:73].[Pd:74].[c:27]1([N:33]2[CH2:34][CH2:35][NH:36][CH2:37][CH2:38]2)[cH:28][cH:29][cH:30][cH:31][cH:32]1>>[C:1]([CH3:2])([CH3:3])([CH3:4])[O:5][C:6]([C:7]([CH3:8])([CH3:9])[S:10][c:11]1[s:12][cH:13][c:14]([CH2:16][CH2:17][O:18][c:19]2[cH:20][cH:21][c:22]([N:36]3[CH2:35][CH2:34][N:33]([c:27]4[cH:28][cH:29][cH:30][cH:31][cH:32]4)[CH2:38][CH2:37]3)[cH:23][cH:24]2)[n:15]1)=[O:26]. Reactants: C(#N)C1=C(C=C(C=C1)N=C1SC[C@@H](N1)C(C)CC)C(F)(F)F ((4S)-2-(4-cyano-3-(trifluoromethyl)phenylimino)-4-(2-butyl)-1,3-thiazolidine), C(C(C)C)Br (isobutyl bromide). Product: C(#N)C1=C(C=C(C=C1)N=C1SC[C@@H](N1CC(C)C)C(C)CC)C(F)(F)F ((4S)-2-(4-cyano-3-(trifluoromethyl)phenylimino)-4-(2-butyl)-3-isobutyl-1,3-thiazolidine). RXN SMILES: [C:1]([C:3]1[CH:8]=[CH:7][C:6]([N:9]=[C:10]2[NH:14][C@@H:13]([CH:15]([CH2:17][CH3:18])[CH3:16])[CH2:12][S:11]2)=[CH:5][C:4]=1[C:19]([F:22])([F:21])[F:20])#[N:2].[CH2:23](Br)[CH:24]([CH3:26])[CH3:25]>>[C:1]([C:3]1[CH:8]=[CH:7][C:6]([N:9]=[C:10]2[N:14]([CH2:23][CH:24]([CH3:26])[CH3:25])[C@@H:13]([CH:15]([CH2:17][CH3:18])[CH3:16])[CH2:12][S:11]2)=[CH:5][C:4]=1[C:19]([F:22])([F:21])[F:20])#[N:2]. Procedure details: (1S)-1-(Hydroxymethyl)-2-methylbutylamine was made from (L)-isoleucine methyl ester as described in Method B1b. The 2-hydroxyethylamine was converted to (1S)-1-(chloromethyl)-2-methylbutanammonium chloride as described in Method B7a. 4-Cyano-3-(trifluoromethyl)aniline was converted to 4-cyano-3-(trifluoromethyl)phenyl isothiocyanate according to A2a, Step 3. The isothiocyanate was reacted with (1S)-1-(chloromethyl)-2-methylbutanammonium chloride according to Method C1a to give (4S)-2-(4-cyano-3-...